This data is from the Open Reaction Database (ORD), a public repository of structured organic reaction records. The task is: describe an organic reaction: reactants, conditions, products, and yield Starting materials: COC1=CC=C(C=C1)C(C=C(CC(C)=O)SC)=O (1-(4-methoxyphenyl)-3-methylthio-2-hexen-1,5-dione), F[B-](F)(F)F.[H+] (tetrafluoroboric acid), O (water), C(C)(=O)O (acetic acid). Run in ClCCCl (1,2-dichloroethane). Reaction conditions: temperature 50 celsius, time 4 hour. The product is F[B-](F)(F)F.CC1=[O+]C(=CC(=C1)SC)C1=CC=C(C=C1)OC (2-methyl-4-methylthio 6-(4-methoxyphenyl)pyrylium tetrafluoroborate). As a reaction SMILES: [CH3:1][O:2][C:3]1[CH:8]=[CH:7][C:6]([C:9](=[O:18])[CH:10]=[C:11]([S:16][CH3:17])[CH2:12][C:13](=O)[CH3:14])=[CH:5][CH:4]=1.[F:19][B-:20]([F:23])([F:22])[F:21].[H+].O.C(O)(=O)C>ClCCCl>[F:19][B-:20]([F:23])([F:22])[F:21].[CH3:14][C:13]1[CH:12]=[C:11]([S:16][CH3:17])[CH:10]=[C:9]([C:6]2[CH:5]=[CH:4][C:3]([O:2][CH3:1])=[CH:8][CH:7]=2)[O+:18]=1 |f:1.2,6.7|. Procedure details: To a solution of this 1-(4-methoxyphenyl)-3-methylthio-2-hexen-1,5-dione (2.0 g, 7.57 mmol) in 1,2-dichloroethane (20 ml) was added tetrafluoroboric acid (10 ml, 48%). The mixture was stirred for four hours at 50° C. during which time a dense yellow solid formed. After addition of water (25 ml) and filtration, crystallization from acetic acid gave pale yellow needles of 2-methyl-4-methylthio 6-(4-methoxyphenyl)pyrylium tetrafluoroborate: 2.2 g (87%), m.p. 207°-210° C. (decomp), IR (KBr)νCO +1625... The reactants are ClCC1=CC(=NO1)C(=O)O (5-chloromethylisoxazole-3-carboxylic acid), S(=O)(Cl)Cl (thionyl chloride). Reagents/catalysts: N1=CC=CC=C1 (pyridine). Product: ClCC1=CC(=NO1)C(=O)Cl (5-Chloromethylisoxazole-3-carboxylic Acid Chloride). As a reaction SMILES: [Cl:1][CH2:2][C:3]1[O:7][N:6]=[C:5]([C:8]([OH:10])=O)[CH:4]=1.S(Cl)([Cl:13])=O>N1C=CC=CC=1>[Cl:1][CH2:2][C:3]1[O:7][N:6]=[C:5]([C:8]([Cl:13])=[O:10])[CH:4]=1. Reported procedure: 120 g (743 mmol) of 5-chloromethylisoxazole-3-carboxylic acid together with 500 ml of thionyl chloride and 2 drops of pyridine were refluxed for 10 hours, subsequently concentrated in vacuo and then distilled at 20 torr. The product distilled at 125-1330C. 78 g resulted (58% of theory) The reactants are C(C1=CC=CC=C1)OC(N(C)C(C)C(NC(C(C)(C)C)C(=O)N1C2C(CC1)NCC2OCC2=CC=C(C=C2)F)=O)=O ((1-{1-[6-(4-Fluoro-benzyloxy)-hexahydro-pyrrolo[3,2-b]pyrrole-1-carbonyl]-2,2-dimethyl-propylcarbamoyl}-ethyl)-methyl-carbamic acid benzyl ester), TEA, C(C1=CC=CC=C1)N=C=O (benzyl isocyanate), CO (MeOH), [NH4+].[OH-] (NH4OH). Run in C(Cl)Cl (DCM). Reaction conditions: time 3 hour. Yields the product C(C1=CC=CC=C1)OC(N(C)C(C)C(NC(C(C)(C)C)C(=O)N1C2C(CC1)N(CC2OCC2=CC=C(C=C2)F)C(NCC2=CC=CC=C2)=O)=O)=O ((1-{1-[4-Benzylcarbamoyl-6-(4-fluoro-benzyloxy)-hexahydro-pyrrolo[3,2-b]pyrrole-1-carbonyl]-2,2-dimethyl-propylcarbamoyl}-ethyl)-methyl-carbamic acid benzyl ester). Isolated yield 121.0%. RXN SMILES: [CH2:1]([O:8][C:9](=[O:41])[N:10]([CH:12]([C:14](=[O:40])[NH:15][CH:16]([C:21]([N:23]1[CH2:27][CH2:26][CH:25]2[NH:28][CH2:29][CH:30]([O:31][CH2:32][C:33]3[CH:38]=[CH:37][C:36]([F:39])=[CH:35][CH:34]=3)[CH:24]12)=[O:22])[C:17]([CH3:20])([CH3:19])[CH3:18])[CH3:13])[CH3:11])[C:2]1[CH:7]=[CH:6][CH:5]=[CH:4][CH:3]=1.[CH2:42]([N:49]=[C:50]=[O:51])[C:43]1[CH:48]=[CH:47][CH:46]=[CH:45][CH:44]=1.CO.[NH4+].[OH-]>C(Cl)Cl>[CH2:1]([O:8][C:9](=[O:41])[N:10]([CH:12]([C:14](=[O:40])[NH:15][CH:16]([C:21]([N:23]1[CH2:27][CH2:26][CH:25]2[N:28]([C:50](=[O:51])[NH:49][CH2:42][C:43]3[CH:48]=[CH:47][CH:46]=[CH:45][CH:44]=3)[CH2:29][CH:30]([O:31][CH2:32][C:33]3[CH:38]=[CH:37][C:36]([F:39])=[CH:35][CH:34]=3)[CH:24]12)=[O:22])[C:17]([CH3:19])([CH3:18])[CH3:20])[CH3:13])[CH3:11])[C:2]1[CH:3]=[CH:4][CH:5]=[CH:6][CH:7]=1 |f:3.4|. Procedure: Bicyclic amine 49 (300 mg, 0.53 mmol) and TEA (150 μL) were dissolved in DCM (5 mL) at ambient temperature and benzyl isocyanate (135 μL, 1.06 mmol) was added. After 3 h, MeOH (20 mL) and 30% NH4OH (1 mL) were added and the solution was stirred for 15 min before being concentrated in vacuo. The residue was dissolved in EtOAc and washed successively with 1N HCl, water, aqueous NaHCO3, water, and brine. The organic layer was dried over anhydrous Na2SO4, filtered, and concentrated to afford 450 mg ... Starting materials: FC(C=1C=C(C=C(C1)C(F)(F)F)CO[C@@H]1[C@@H](N(CCC1)C)C1=CC=CC=C1)(F)F ((+)-cis-3-((3,5-Bis(trifluoromethyl)phenyl)methyloxy)-1-methyl-2-phenylpiperidine), CI (methyl iodide). The solvent is C(C)OCC (diethyl ether). The product is [I-].FC(C=1C=C(C=C(C1)C(F)(F)F)CO[C@@H]1[C@@H]([N+](CCC1)(C)C)C1=CC=CC=C1)(F)F ((2S,3S)-3-((3,5-Bis(trifluoromethyl)phenyl)methyloxy)-1,1-dimethyl2-phenyl piperidinium iodide). RXN SMILES: [F:1][C:2]([F:29])([F:28])[C:3]1[CH:4]=[C:5]([CH2:13][O:14][C@H:15]2[CH2:20][CH2:19][CH2:18][N:17]([CH3:21])[C@H:16]2[C:22]2[CH:27]=[CH:26][CH:25]=[CH:24][CH:23]=2)[CH:6]=[C:7]([C:9]([F:12])([F:11])[F:10])[CH:8]=1.[CH3:30][I:31]>C(OCC)C>[I-:31].[F:11][C:9]([F:12])([F:10])[C:7]1[CH:6]=[C:5]([CH2:13][O:14][C@H:15]2[CH2:20][CH2:19][CH2:18][N+:17]([CH3:30])([CH3:21])[C@H:16]2[C:22]2[CH:27]=[CH:26][CH:25]=[CH:24][CH:23]=2)[CH:4]=[C:3]([C:2]([F:28])([F:1])[F:29])[CH:8]=1 |f:3.4|. Procedure: The title compound was prepared from the N-methyl amine (0.24 g, Example 10) with methyl iodide (0.178 ml) in diethyl ether (3 ml). After 62 h the white solid which formed was isolated by filtration and washed with ether, m.p.=204°-205° C. Found: C, 46.74; H, 4.29; N, 2.41. Calcd for C22H24NOF6I.0.3H2O; C, 46.79; H, 4.39; N, 2.48%. The reactants are C(C)OC(CC=1C=C(C(=CC1)OC)C1=C(C=C(C=C1)NS(=O)(=O)C)CN(CC)C(=O)OCC1=CC=CC=C1)=O ({2′-[(Benzyloxycarbonyl-ethyl-amino)-methyl]-4′-methanesulfonylamino-6-methoxy-biphenyl-3-yl}-acetic acid ethyl ester), [OH-].[Li+] (lithium hydroxide). Product: C(C1=CC=CC=C1)OC(=O)N(CC)CC1=C(C=CC(=C1)NS(=O)(=O)C)C1=CC(=CC=C1OC)CC(=O)O ({2′-[(Benzyloxycarbonyl-ethyl-amino)-methyl]-4′-methanesulfonylamino-6-methoxy-biphenyl-3-yl}-acetic acid). RXN SMILES: C([O:3][C:4](=[O:39])[CH2:5][C:6]1[CH:7]=[C:8]([C:14]2[CH:19]=[CH:18][C:17]([NH:20][S:21]([CH3:24])(=[O:23])=[O:22])=[CH:16][C:15]=2[CH2:25][N:26]([C:29]([O:31][CH2:32][C:33]2[CH:38]=[CH:37][CH:36]=[CH:35][CH:34]=2)=[O:30])[CH2:27][CH3:28])[C:9]([O:12][CH3:13])=[CH:10][CH:11]=1)C.[OH-].[Li+]>>[CH2:32]([O:31][C:29]([N:26]([CH2:25][C:15]1[CH:16]=[C:17]([NH:20][S:21]([CH3:24])(=[O:23])=[O:22])[CH:18]=[CH:19][C:14]=1[C:8]1[C:9]([O:12][CH3:13])=[CH:10][CH:11]=[C:6]([CH2:5][C:4]([OH:39])=[O:3])[CH:7]=1)[CH2:27][CH3:28])=[O:30])[C:33]1[CH:34]=[CH:35][CH:36]=[CH:37][CH:38]=1 |f:1.2|. Reported procedure: {2′-[(Benzyloxycarbonyl-ethyl-amino)-methyl]-4′-methanesulfonylamino-6-methoxy-biphenyl-3-yl}-acetic acid ethyl ester (0.2 mmol) was hydrolyzed with lithium hydroxide to give the title compound. Reactants: ClC1(OC(C(OC1(F)Cl)(C(F)(F)F)F)(C(F)(F)F)F)F (2,3-dichloro-2,3,5,6-tetrafluoro-5,6-bis(trifluoromethyl)-1,4-dioxane), ClC1(OC(C(OC1(F)Cl)(C(F)(F)F)F)(C(F)(F)F)F)F (2,3-dichloro-2,3,5,6-tetrafluoro-5,6-bis(trifluoromethyl)-1,4-dioxane), BrCCBr (1,2-dibromoethane). Reagents/catalysts: [Zn] (zinc). Run in CN(C)C=O (DMF). Run at temperature 105 celsius. The product is FC1(OC(=C(OC1(C(F)(F)F)F)F)F)C(F)(F)F (perfluoro-2,3-dimethyl-2,3-dihydro-1,4-dioxin). Yield: 43.1%. As a reaction SMILES: BrCCBr.Cl[C:6]1([F:24])[C:11](Cl)([F:12])[O:10][C:9]([F:18])([C:14]([F:17])([F:16])[F:15])[C:8]([F:23])([C:19]([F:22])([F:21])[F:20])[O:7]1>[Zn].CN(C=O)C>[F:18][C:9]1([C:14]([F:15])([F:16])[F:17])[C:8]([F:23])([C:19]([F:22])([F:21])[F:20])[O:7][C:6]([F:24])=[C:11]([F:12])[O:10]1. Procedure: A mixture of 16.4 g (0.25 mol) of zinc dust, 200 mL of dry DMF, and 2 mL of 1,2-dibromoethane was stirred under N2 while a small portion of 41 g (0.112 mol) of 20 was added. The mixture was heated until reaction had started (ca. 90° C.), then the remainder of 20 was added dropwise at a rate sufficient to maintain temperature up to 105° C. in the pot while product was taken overhead as formed, bp 60°-65° C. When the addition had been completed, the pot temperature was increased until distillate w...